Dataset: the Open Reaction Database (ORD), a public repository of structured organic reaction records. Task: describe an organic reaction: reactants, conditions, products, and yield The reactants are C(C)(C)(C)OC(NC(C(=O)NC=1N=C(C2=CC=CC=C2C1)Br)C)=O (tert-butyl-N-[1-[(1-bromoisoquinolin-3-yl)amino]-1-oxopropan-2-yl]-carbamate), C(#C)[Si](C)(C)C (ethynyl(trimethyl)silane), CCN(C(C)C)C(C)C (DIPEA). Reagents/catalysts: [Cu]I (copper(I) iodide), Cl[Pd]([P](C1=CC=CC=C1)(C2=CC=CC=C2)C3=CC=CC=C3)([P](C4=CC=CC=C4)(C5=CC=CC=C5)C6=CC=CC=C6)Cl (Dichlorobis(triphenylphosphine)palladium(II)). Solvent: CN1CCCC1=O (NMP). The product is C(C)(C)(C)OC(NC(C(NC=1N=C(C2=CC=CC=C2C1)C#C[Si](C)(C)C)=O)C)=O (tert-butyl-N-[1-oxo-1-[[1-(2-trimethylsilylethynyl)isoquinolin-3-yl]amino]-propan-2-yl]carbamate). As a reaction SMILES: [C:1]([O:5][C:6](=[O:24])[NH:7][CH:8]([CH3:23])[C:9]([NH:11][C:12]1[N:13]=[C:14](Br)[C:15]2[C:20]([CH:21]=1)=[CH:19][CH:18]=[CH:17][CH:16]=2)=[O:10])([CH3:4])([CH3:3])[CH3:2].[C:25]([Si:27]([CH3:30])([CH3:29])[CH3:28])#[CH:26].CCN(C(C)C)C(C)C>CN1C(=O)CCC1.[Cu]I.Cl[Pd](Cl)([P](C1C=CC=CC=1)(C1C=CC=CC=1)C1C=CC=CC=1)[P](C1C=CC=CC=1)(C1C=CC=CC=1)C1C=CC=CC=1>[C:1]([O:5][C:6](=[O:24])[NH:7][CH:8]([CH3:23])[C:9](=[O:10])[NH:11][C:12]1[N:13]=[C:14]([C:26]#[C:25][Si:27]([CH3:30])([CH3:29])[CH3:28])[C:15]2[C:20]([CH:21]=1)=[CH:19][CH:18]=[CH:17][CH:16]=2)([CH3:4])([CH3:3])[CH3:2] |^1:51,70|. Procedure: A mixture of tert-butyl-N-[1-[(1-bromoisoquinolin-3-yl)amino]-1-oxopropan-2-yl]-carbamate B4a (500 mg, 1.27 mmol), ethynyl(trimethyl)silane (137 mg, 1.4 mmol), copper(I) iodide (23 mg, 0.12 mmol), Dichlorobis(triphenylphosphine)palladium(II) (90 mg, 0.13 mmol) and DIPEA (700 μl, 4.12 mmol) is stirred under argon atmosphere in NMP (4 ml) for 1 h at 80° C. The mixture is concentrated in vacuo and the product purified by RP HPLC. Yield: 319 mg (61%). HPLC-MS: M+H=412; tR=2.11 min (*Method—4). The reactants are C(CC(=O)C)(=O)OC (methyl acetoacetate), [Na] (sodium), BrCC1=CC(=CC=C1)COC (1-(bromomethyl)-3-(methoxymethyl)benzene). The solvent is CO (MeOH). Run at temperature 70 celsius, time 30 minute. Product: COCC=1C=C(CC(C(=O)OC)C(C)=O)C=CC1 (methyl 2-[3-(methoxymethyl)benzyl]-3-oxobutanoate). Isolated yield 84.7%. As a reaction SMILES: [Na].[C:2]([O:8][CH3:9])(=[O:7])[CH2:3][C:4]([CH3:6])=[O:5].Br[CH2:11][C:12]1[CH:17]=[CH:16][CH:15]=[C:14]([CH2:18][O:19][CH3:20])[CH:13]=1>CO>[CH3:20][O:19][CH2:18][C:14]1[CH:13]=[C:12]([CH:17]=[CH:16][CH:15]=1)[CH2:11][CH:3]([C:4](=[O:5])[CH3:6])[C:2]([O:8][CH3:9])=[O:7] |^1:0|. Procedure details: To a solution of 0.34 g (15.1 mmol) of sodium in 8 mL of anhydrous MeOH are added dropwise, at room temperature and under argon, 1.6 mL (15.1 mmol) of methyl acetoacetate. After stirring for 30 minutes, 3.25 g (15.11 mmol) of 1-(bromomethyl)-3-(methoxymethyl)benzene are rapidly added dropwise and the reaction medium is then heated for 2 hours 30 minutes at 70° C. The reaction medium is then concentrated under reduced pressure, and the residue obtained is purified by chromatography on a column of... The reactants are C(C)(=O)OCC=1N=C(SC1C)Br ((2-bromo-5-methyl-1,3-thiazol-4-yl)methyl acetate), [OH-].[Na+] (sodium hydroxide), Cl (hydrochloric acid). The solvent is C(C)O.O1CCCC1 (ethanol tetrahydrofuran). Reaction conditions: time 8 hour. The product is BrC=1SC(=C(N1)CO)C ((2-bromo-5-methyl-1,3-thiazol-4-yl)methanol). Yield: 59.1%. As a reaction SMILES: C([O:4][CH2:5][C:6]1[N:7]=[C:8]([Br:12])[S:9][C:10]=1[CH3:11])(=O)C.[OH-].[Na+].Cl>C(O)C.O1CCCC1>[Br:12][C:8]1[S:9][C:10]([CH3:11])=[C:6]([CH2:5][OH:4])[N:7]=1 |f:1.2,4.5|. Reported procedure: To a mixed solution of the compound (1.2 g, 4.8 mmol) obtained in Example 80c in ethanol/tetrahydrofuran (v/v=1/1, 4 mL) was added 2N aqueous sodium hydroxide solution (4.8 mL, 9.6 mmol), and the mixture was stirred at room temperature overnight. The reaction mixture was neutralized with 1N hydrochloric acid, and the mixture was extracted with ethyl acetate. The obtained organic layer was washed with saturated brine, and dried over anhydrous sodium sulfate. The solvent was evaporated under reduc... Reactants: CN(CCOc1ccc(C=C2SC(=O)NC2=O)cc1)C(=O)c1ccccc1, C1COCCO1. Yields the product CN(CCOc1ccc(CC2SC(=O)NC2=O)cc1)C(=O)c1ccccc1. As a reaction SMILES: [C:1]([c:2]1[cH:3][cH:4][cH:5][cH:6][cH:7]1)(=[O:8])[N:9]([CH3:10])[CH2:11][CH2:12][O:13][c:14]1[cH:15][cH:16][c:17]([CH:18]=[C:19]2[C:20](=[O:25])[NH:21][C:22](=[O:24])[S:23]2)[cH:26][cH:27]1.[O:28]1[CH2:29][CH2:30][O:31][CH2:32][CH2:33]1>>[C:1]([c:2]1[cH:3][cH:4][cH:5][cH:6][cH:7]1)(=[O:8])[N:9]([CH3:10])[CH2:11][CH2:12][O:13][c:14]1[cH:15][cH:16][c:17]([CH2:18][CH:19]2[C:20](=[O:25])[NH:21][C:22](=[O:24])[S:23]2)[cH:26][cH:27]1.